Dataset: the Open Reaction Database (ORD), a public repository of structured organic reaction records. Task: describe an organic reaction: reactants, conditions, products, and yield The reactants are C1CCOC1, CCOC(C)=O, C[Si](C)(C)[N-][Si](C)(C)C, [Li+], O=CCCn1ccc([N+](=O)[O-])n1, O. Yields the product CCOC(=O)CC(O)CCn1ccc([N+](=O)[O-])n1. RXN SMILES: [CH2:30]1[O:31][CH2:32][CH2:33][CH2:34]1.[CH3:11][CH2:12][O:13][C:14](=[O:15])[CH3:16].[CH3:1][Si:2]([N-:3][Si:4]([CH3:5])([CH3:6])[CH3:7])([CH3:8])[CH3:9].[Li+:10].[N+:17](=[O:18])([O-:19])[c:20]1[n:21][n:22]([CH2:25][CH2:26][CH:27]=[O:28])[cH:23][cH:24]1.[OH2:29]>>[CH3:11][CH2:12][O:13][C:14](=[O:15])[CH2:16][CH:27]([CH2:26][CH2:25][n:22]1[n:21][c:20]([N+:17](=[O:18])[O-:19])[cH:24][cH:23]1)[OH:28]. The reactants are N(=O)O (nitrous acid), potassium iodide starch, N(=O)[O-].[Na+] (sodium nitrite), C(CCC)C1=CC=C(N)C=C1 (4-n-butylaniline), S(O)(O)(=O)=O (sulfuric acid). Run in O (water), O (water). Yields the product CCCCC=1C=CC(=CC1)O (4-n-butylphenol). Isolated yield 73.3%. As a reaction SMILES: N([O-])=O.[Na+].[CH2:5]([C:9]1[CH:15]=[CH:14][C:12](N)=[CH:11][CH:10]=1)[CH2:6][CH2:7][CH3:8].S(=O)(=O)(O)[OH:17].N(O)=O>O>[CH3:8][CH2:7][CH2:6][CH2:5][C:9]1[CH:15]=[CH:14][C:12]([OH:17])=[CH:11][CH:10]=1 |f:0.1|. Procedure: A cold solution of sodium nitrite (28.95g, 0.419m) in water (90ml) was added in drops to a mixture of 4-n-butylaniline (60g, 0.402m), concentrated sulfuric acid (135g) and water (300ml) at 0°-5° C with stirring. After completion of addition the excess nitrous acid was tested with potassium iodide starch paper, and destroyed by the addition of urea. The resulting cold diazonium salt solution was slowly added to a boiling solution of water (210ml), sulfuric acid (375g) and anhydrous sodium sulfate... The product is CS(=O)(=O)c1ccc2c(c1)OC(CN1CCCC1)OC2. The reactants are CS(=O)(=O)c1ccc2c(c1)OC(CBr)OC2, C1CCNC1, CCO. Reaction SMILES: [Br:1][CH2:2][CH:3]1[O:4][CH2:5][c:6]2[c:7]([cH:9][c:10]([S:13](=[O:14])(=[O:15])[CH3:16])[cH:11][cH:12]2)[O:8]1.[CH2:17]1[CH2:18][CH2:19][NH:20][CH2:21]1.[CH3:22][CH2:23][OH:24]>>[CH2:2]([CH:3]1[O:4][CH2:5][c:6]2[c:7]([cH:9][c:10]([S:13](=[O:14])(=[O:15])[CH3:16])[cH:11][cH:12]2)[O:8]1)[N:20]1[CH2:19][CH2:18][CH2:17][CH2:21]1. Reactants: C[Si](C)(C)[N-][Si](C)(C)C.[Na+] (Sodium bis(trimethylsilyl) amide), solution, O=C1C=CC2=C(N1C1=CC=CC=C1)SC(=C2C2=CC=CC=C2)NC(OC(C)(C)C)=O (tert-Butyl N-(6-oxo-3,7-diphenyl-6,7-dihydrothieno[2,3-b]pyridin-2-yl)carbamate), CS(=O)(=O)Cl (methane sulfonyl chloride), C(=O)(O)[O-].[Na+] (NaHCO3). Solvent: C1CCOC1 (THF), C1CCOC1 (THF). The product is CS(=O)(=O)N(C(OC(C)(C)C)=O)C1=C(C2=C(N(C(C=C2)=O)C2=CC=CC=C2)S1)C1=CC=CC=C1 (tert-Butyl N-methylsulfonyl-N-(6-oxo-3,7-diphenyl-6,7-dihydrothieno[2,3-b]pyridin-2-yl)carbamate). Isolated yield 92.6%. As a reaction SMILES: C[Si]([N-][Si](C)(C)C)(C)C.[Na+].[O:11]=[C:12]1[N:17]([C:18]2[CH:23]=[CH:22][CH:21]=[CH:20][CH:19]=2)[C:16]2[S:24][C:25]([NH:33][C:34](=[O:40])[O:35][C:36]([CH3:39])([CH3:38])[CH3:37])=[C:26]([C:27]3[CH:32]=[CH:31][CH:30]=[CH:29][CH:28]=3)[C:15]=2[CH:14]=[CH:13]1.[CH3:41][S:42](Cl)(=[O:44])=[O:43].C([O-])(O)=O.[Na+]>C1COCC1>[CH3:41][S:42]([N:33]([C:25]1[S:24][C:16]2[N:17]([C:18]3[CH:19]=[CH:20][CH:21]=[CH:22][CH:23]=3)[C:12](=[O:11])[CH:13]=[CH:14][C:15]=2[C:26]=1[C:27]1[CH:28]=[CH:29][CH:30]=[CH:31][CH:32]=1)[C:34](=[O:40])[O:35][C:36]([CH3:37])([CH3:39])[CH3:38])(=[O:44])=[O:43] |f:0.1,4.5|. Procedure: Sodium bis(trimethylsilyl) amide (0.25 mL of a 1M solution in THF, 0.25 mmol) was added to a solution of the compound of Example 80 (105 mg, 0.25 mmol) in dry THF (5 mL) under a nitrogen atmosphere at 0°. After 30 min methane sulfonyl chloride (28.6 mg, 0.25 mmol) was added. The reaction mixture was allowed to warm to r.t. over 1 h then poured into saturated NaHCO3(aq) (20 mL) and the product extracted with DCM (2×20 mL). The combined organic fractions were dried (MgSO4), filtered and concentrat... The reactants are ClC=1N=CNC1Cl (4,5-Dichloroimidazole), [OH-].[K+] (Potassium hydroxide), BrCC (1-bromethane), [K+].[Br-] (KBr), BrCCC1=CC=CC2=CC=CC=C12 (1-(2-bromoethyl)naphthalene). Solvent: C(C)#N (acetonitrile). Conditions: time 0.5 hour. The product is [Br-].C(CCCCCCCCC)[N+]1=CN(C(=C1Cl)Cl)C1=C(C=CC2=CC=CC=C12)CC (1-decyl-3-(2-ethyl-1-naphthyl)-4,5-dichloroimidazolium bromide). RXN SMILES: [Cl:1][C:2]1[N:3]=[CH:4][NH:5][C:6]=1[Cl:7].[OH-].[K+].[Br:10][CH2:11][CH3:12].[K+].[Br-].BrCC[C:18]1[C:27]2[C:22](=[CH:23][CH:24]=[CH:25][CH:26]=2)[CH:21]=[CH:20][CH:19]=1>C(#N)C>[Br-:10].[CH2:26]([N+:3]1[C:2]([Cl:1])=[C:6]([Cl:7])[N:5]([C:26]2[C:27]3[C:22](=[CH:21][CH:20]=[CH:19][CH:18]=3)[CH:23]=[CH:24][C:25]=2[CH2:11][CH3:12])[CH:4]=1)[CH2:27][CH2:18][CH2:19][CH2:20][CH2:21][CH2:22][CH2:23][CH2:24][CH3:25] |f:1.2,4.5,8.9|. Reported procedure: 4,5-Dichloroimidazole (1.23 g, 9 mmol) will be dissolved into acetonitrile. Potassium hydroxide (0.61 g, 9.9 mmol) will be added and the mixture will be allowed to stir for 0.5 h. 1-bromethane (9 mmol) will be added and the solution will be allowed to reflux overnight. The solution will be filtered hot to remove a white precipitate (presumed to be KBr) and 1-(2-bromoethyl)naphthalene (9 mmol) will be added and the mixture will be returned to reflux overnight. The mixture will be allowed to cool ... Reactants: C(CC(C)CCC=C(C)C)(=O)O (citronellic acid), NC1=NC=2C=CC=NC2C2=C1N=C(N2CCN)CCCC (2-(4-amino-2-butyl-1H-imidazo[4,5-c][1,5]naphthyridin-1-yl)ethaneamine). Yields the product NC1=NC=2C=CC=NC2C2=C1N=C(N2CCNC(CC(CCC=C(C)C)C)=O)CCCC (N1-[2-(4-amino-2-butyl-1H-imidazo[4,5-c][1,5]naphthyridin-1-yl)ethyl]-3,7-dimethyl-6-octenamide). Yield: 67.4%. RXN SMILES: [C:1]([OH:12])(=O)[CH2:2][CH:3]([CH2:5][CH2:6][CH:7]=[C:8]([CH3:10])[CH3:9])[CH3:4].[NH2:13][C:14]1[C:23]2[N:24]=[C:25]([CH2:30][CH2:31][CH2:32][CH3:33])[N:26]([CH2:27][CH2:28][NH2:29])[C:22]=2[C:21]2[N:20]=[CH:19][CH:18]=[CH:17][C:16]=2[N:15]=1>>[NH2:13][C:14]1[C:23]2[N:24]=[C:25]([CH2:30][CH2:31][CH2:32][CH3:33])[N:26]([CH2:27][CH2:28][NH:29][C:1](=[O:12])[CH2:2][CH:3]([CH3:4])[CH2:5][CH2:6][CH:7]=[C:8]([CH3:9])[CH3:10])[C:22]=2[C:21]2[N:20]=[CH:19][CH:18]=[CH:17][C:16]=2[N:15]=1. Reported procedure: Using the general method of Example 97 citronellic acid (0.3 g, 1.7 mmole) was reacted with 2-(4-amino-2-butyl-1H-imidazo[4,5-c][1,5]naphthyridin-1-yl)ethaneamine (0.5 g, 1.7 mmol) to provide 0.5 g of N1-[2-(4-amino-2-butyl-1H-imidazo[4,5-c][1,5]naphthyridin-1-yl)ethyl]-3,7-dimethyl-6-octenamide as a white whispy solid, m.p. 163-164° C. Analysis: Calculated for C25H36N6O: %C, 68.77; %H, 8.31; %N, 19.25; Found: %C, 68.84; %H, 8.14; %N, 19.58. HRMS (EI) calcd for C25H36N6O (M+) 436.2950 found 436.... Starting materials: O=C(OOC(=O)c1ccccc1)c1ccccc1, Cc1ccc2sccc2c1, CCOCC, ClC(Cl)(Cl)Cl, O=C1CCC(=O)N1Br. Yields the product BrCc1ccc2sccc2c1. Reaction SMILES: [C:19]([O:20][O:21][C:22](=[O:23])[c:24]1[cH:25][cH:26][cH:27][cH:28][cH:29]1)(=[O:30])[c:31]1[cH:32][cH:33][cH:34][cH:35][cH:36]1.[CH3:1][c:2]1[cH:3][c:4]2[c:5]([s:6][cH:7][cH:8]2)[cH:9][cH:10]1.[CH3:42][CH2:43][O:44][CH2:45][CH3:46].[Cl:37][C:38]([Cl:39])([Cl:40])[Cl:41].[O:11]=[C:12]1[N:13]([Br:18])[C:14](=[O:15])[CH2:16][CH2:17]1>>[CH2:1]([c:2]1[cH:3][c:4]2[c:5]([s:6][cH:7][cH:8]2)[cH:9][cH:10]1)[Br:18].